This data is from the Open Reaction Database (ORD), a public repository of structured organic reaction records. The task is: describe an organic reaction: reactants, conditions, products, and yield Starting materials: [Ag+], F[B-](F)(F)F, [N-]=[N+]=NC(C(=O)OCc1ccccc1)N1C(=O)C2N=C(COc3ccccc3)SC21, C1CCOC1, O, Cc1ccc(S(=O)(=O)O)cc1. The product is [Ag], [N-]=[N+]=NC(C(=O)OCc1ccccc1)N1C(=O)C(NC(=O)COc2ccccc2)C1S. RXN SMILES: [Ag+:36].[B-:31]([F:32])([F:33])([F:34])[F:35].[CH2:1]([c:2]1[cH:3][cH:4][cH:5][cH:6][cH:7]1)[O:8][C:9](=[O:10])[CH:11]([N:12]=[N+:13]=[N-:14])[N:15]1[C:16](=[O:30])[CH:17]2[N:18]=[C:19]([CH2:22][O:23][c:24]3[cH:25][cH:26][cH:27][cH:28][cH:29]3)[S:20][CH:21]12.[O:48]1[CH2:49][CH2:50][CH2:51][CH2:52]1.[OH2:53].[c:37]1([CH3:38])[cH:39][cH:40][c:41]([S:42]([OH:43])(=[O:44])=[O:45])[cH:46][cH:47]1>>[Ag:36].[CH2:1]([c:2]1[cH:3][cH:4][cH:5][cH:6][cH:7]1)[O:8][C:9](=[O:10])[CH:11]([N:12]=[N+:13]=[N-:14])[N:15]1[C:16](=[O:30])[CH:17]([NH:18][C:19]([CH2:22][O:23][c:24]2[cH:25][cH:26][cH:27][cH:28][cH:29]2)=[O:44])[CH:21]1[SH:20]. Product: C(C)(C)(C)OC(=O)N1[C@H]([C@H](CCC1)N(C(=O)OC(C)(C)C)CC1=CC(=CC=2C=COC21)C=2C=NC=NC2)C2=CC=CC=C2 (cis-2-Phenyl-3-[(5-pyrimidin-5-yl-benzofuran-7-ylmethyl)tert-butoxycarbonyl-amino]-piperidine-1-carboxylic acid tert-butyl ester). Procedure: From cis-3-[(5-bromobenzofuran-7-ylmethyl)tert-butoxycarbonyl-amino]-2-phenyl-piperidine-1-carboxylic acid tert-butyl ester (600 mg) and 5-tributylstannanyl-pyrimidine (458 mg) Reactants: C(C)(C)(C)OC(=O)N1[C@H]([C@H](CCC1)N(C(=O)OC(C)(C)C)CC1=CC(=CC=2C=COC21)Br)C2=CC=CC=C2 (cis-3-[(5-bromobenzofuran-7-ylmethyl)tert-butoxycarbonyl-amino]-2-phenyl-piperidine-1-carboxylic acid tert-butyl ester), C(CCC)[Sn](C=1C=NC=NC1)(CCCC)CCCC (5-tributylstannanyl-pyrimidine). RXN SMILES: [C:1]([O:5][C:6]([N:8]1[CH2:13][CH2:12][CH2:11][C@H:10]([N:14]([CH2:22][C:23]2[C:31]3[O:30][CH:29]=[CH:28][C:27]=3[CH:26]=[C:25](Br)[CH:24]=2)[C:15]([O:17][C:18]([CH3:21])([CH3:20])[CH3:19])=[O:16])[C@@H:9]1[C:33]1[CH:38]=[CH:37][CH:36]=[CH:35][CH:34]=1)=[O:7])([CH3:4])([CH3:3])[CH3:2].C([Sn](CCCC)(CCCC)[C:44]1[CH:45]=[N:46][CH:47]=[N:48][CH:49]=1)CCC>>[C:1]([O:5][C:6]([N:8]1[CH2:13][CH2:12][CH2:11][C@H:10]([N:14]([CH2:22][C:23]2[C:31]3[O:30][CH:29]=[CH:28][C:27]=3[CH:26]=[C:25]([C:44]3[CH:45]=[N:46][CH:47]=[N:48][CH:49]=3)[CH:24]=2)[C:15]([O:17][C:18]([CH3:21])([CH3:20])[CH3:19])=[O:16])[C@@H:9]1[C:33]1[CH:38]=[CH:37][CH:36]=[CH:35][CH:34]=1)=[O:7])([CH3:4])([CH3:3])[CH3:2]. The reactants are CC(CC(OC1=NC=C(C(=O)NCCC(=O)OC)C=C1)C1=CC=C(C=C1)C1=CC=C(C=C1)C(F)(F)F)C (methyl 3-(6-(3-methyl-1-(4′-(trifluoromethyl)biphenyl-4-yl)butoxy)nicotinamido)propanoate), LiOH monohydrate. Solvent: O1CCCC1 (tetrahydrofuran), O (water). Run at time 8 hour. The product is CC(CC(OC1=NC=C(C(=O)NCCC(=O)O)C=C1)C1=CC=C(C=C1)C1=CC=C(C=C1)C(F)(F)F)C ((+/−)-3-(6-(3-methyl-1-(4′-(trifluoromethyl)biphenyl-4-yl)butoxy)nicotinamido)propanoic acid). Isolated yield 7.8%. RXN SMILES: [CH3:1][CH:2]([CH3:37])[CH2:3][CH:4]([C:21]1[CH:26]=[CH:25][C:24]([C:27]2[CH:32]=[CH:31][C:30]([C:33]([F:36])([F:35])[F:34])=[CH:29][CH:28]=2)=[CH:23][CH:22]=1)[O:5][C:6]1[CH:20]=[CH:19][C:9]([C:10]([NH:12][CH2:13][CH2:14][C:15]([O:17]C)=[O:16])=[O:11])=[CH:8][N:7]=1>O1CCCC1.O>[CH3:1][CH:2]([CH3:37])[CH2:3][CH:4]([C:21]1[CH:26]=[CH:25][C:24]([C:27]2[CH:28]=[CH:29][C:30]([C:33]([F:36])([F:34])[F:35])=[CH:31][CH:32]=2)=[CH:23][CH:22]=1)[O:5][C:6]1[CH:20]=[CH:19][C:9]([C:10]([NH:12][CH2:13][CH2:14][C:15]([OH:17])=[O:16])=[O:11])=[CH:8][N:7]=1. Procedure: To a solution of methyl 3-(6-(3-methyl-1-(4′-(trifluoromethyl)biphenyl-4-yl)butoxy)nicotinamido)propanoate (0.40 g, 0.77 mmol) in tetrahydrofuran (5 mL) was added a solution of LiOH monohydrate (326 mg, 7.77 mmol) in water (5 mL). The mixture was stirred at room temperature overnight. Tetrahydrofuran was removed under reduced pressure and the aqueous residue was acidified to pH=3 by addition of 1N HCl. The mixture was extracted with ethyl acetate. The organic layer was washed with water and brin... The reactants are Cl.ClCCNC ((2-chloro-ethyl)-methyl-amine hydrochloride), FC1=CC=C(C=C1)C=1C(=NC=CN1)N1CCN(CC1)CC=1C=NNC1 (3′-(4-fluoro-phenyl)-4-(1H-pyrazol-4-ylmethyl)-3,4,5,6-tetrahydro-2H-[1,2′]bipyrazinyl), [OH-].[Na+] (sodium hydroxide), [Cl-].[NH4+] (ammonium chloride). The reagents and catalysts are S([O-])(O)(=O)=O.C(CCC)[N+](CCCC)(CCCC)CCCC (tetrabutylammonium bisulfate). Solvent: CO (methanol), C(C)#N (acetonitrile). Product: Cl.Cl.FC1=CC=C(C=C1)C=1C(=NC=CN1)N1CCN(CC1)CC=1C=NN(C1)CCNC ((2-{4-[3′-(4-Fluoro-phenyl)-2,3,5,6-tetrahydro-[1,2′]bipyrazinyl-4-ylmethyl]-pyrazol-1-yl}-ethyl)-methyl-amine dihydrochloride). The yield is 22.3%. As a reaction SMILES: [F:1][C:2]1[CH:7]=[CH:6][C:5]([C:8]2[C:9]([N:14]3[CH2:19][CH2:18][N:17]([CH2:20][C:21]4[CH:22]=[N:23][NH:24][CH:25]=4)[CH2:16][CH2:15]3)=[N:10][CH:11]=[CH:12][N:13]=2)=[CH:4][CH:3]=1.[OH-].[Na+].[ClH:28].[Cl:29][CH2:30][CH2:31][NH:32][CH3:33].[Cl-].[NH4+]>C(#N)C.S(=O)(=O)(O)[O-].C([N+](CCCC)(CCCC)CCCC)CCC.CO>[ClH:29].[ClH:28].[F:1][C:2]1[CH:7]=[CH:6][C:5]([C:8]2[C:9]([N:14]3[CH2:19][CH2:18][N:17]([CH2:20][C:21]4[CH:25]=[N:24][N:23]([CH2:30][CH2:31][NH:32][CH3:33])[CH:22]=4)[CH2:16][CH2:15]3)=[N:10][CH:11]=[CH:12][N:13]=2)=[CH:4][CH:3]=1 |f:1.2,3.4,5.6,8.9,11.12.13|. Reported procedure: Dissolve 3′-(4-fluoro-phenyl)-4-(1H-pyrazol-4-ylmethyl)-3,4,5,6-tetrahydro-2H-[1,2′]bipyrazinyl (0.450 g, 1.33 mmol) in acetonitrile (3 mL) and add solid sodium hydroxide (0.186 g, 4.65 mmol). After 30 min. add (2-chloro-ethyl)-methyl-amine hydrochloride (0.190 g, 1.46 mmol) and tetrabutylammonium bisulfate (18 mg, 0.0531 mmol) then reflux the mixture for 20 hr. Cool and filter the mixture then evaporate. Purify using silica gel chromatography, eluting with 6:94 2N ammonia in methanol:DCM to giv... Reactants: Cc1cc(C)cc(Br)c1, CCCCCCCCCCCC, CCOC(C)=O, CNC1CCCCC1NC, [Cu]I, [I-], [Na+]. The product is Cc1cc(C)cc(I)c1. As a reaction SMILES: [Br:13][c:14]1[cH:15][c:16]([CH3:21])[cH:17][c:18]([CH3:20])[cH:19]1.[CH3:22][CH2:23][CH2:24][CH2:25][CH2:26][CH2:27][CH2:28][CH2:29][CH2:30][CH2:31][CH2:32][CH3:33].[CH3:34][CH2:35][O:36][C:37](=[O:38])[CH3:39].[CH3:3][NH:4][CH:5]1[CH2:6][CH2:7][CH2:8][CH2:9][CH:10]1[NH:11][CH3:12].[Cu:40][I:41].[I-:2].[Na+:1]>>[I:2][c:14]1[cH:15][c:16]([CH3:21])[cH:17][c:18]([CH3:20])[cH:19]1.